This data is from the Open Reaction Database (ORD), a public repository of structured organic reaction records. The task is: describe an organic reaction: reactants, conditions, products, and yield Starting materials: Cl.C(C)OC(CC=1C=C(C(=CC1)OC)C1=C(C=C(C=C1)C1=NC=C(C=C1)F)CNCC)=O ([2′-ethylaminomethyl-4′-(5-fluoro-pyridin-2-yl)-6-methoxy-biphenyl-3-yl]-acetic acid ethyl ester, hydrochloride), C1(CC1)C(=O)Cl (cyclopropanecarbonyl chloride). Product: C(C)OC(CC=1C=C(C(=CC1)OC)C1=C(C=C(C=C1)C1=NC=C(C=C1)F)CN(CC)C(=O)C1CC1)=O ([2′-[(Cyclopropanecarbonyl-ethyl-amino)-methyl]-4′-(5-fluoro-pyridin-2-yl)-6-methoxy-biphenyl-3-yl]-acetic acid ethyl ester). Reaction SMILES: Cl.[CH2:2]([O:4][C:5](=[O:32])[CH2:6][C:7]1[CH:8]=[C:9]([C:15]2[CH:20]=[CH:19][C:18]([C:21]3[CH:26]=[CH:25][C:24]([F:27])=[CH:23][N:22]=3)=[CH:17][C:16]=2[CH2:28][NH:29][CH2:30][CH3:31])[C:10]([O:13][CH3:14])=[CH:11][CH:12]=1)[CH3:3].[CH:33]1([C:36](Cl)=[O:37])[CH2:35][CH2:34]1>>[CH2:2]([O:4][C:5](=[O:32])[CH2:6][C:7]1[CH:8]=[C:9]([C:15]2[CH:20]=[CH:19][C:18]([C:21]3[CH:26]=[CH:25][C:24]([F:27])=[CH:23][N:22]=3)=[CH:17][C:16]=2[CH2:28][N:29]([C:36]([CH:33]2[CH2:35][CH2:34]2)=[O:37])[CH2:30][CH3:31])[C:10]([O:13][CH3:14])=[CH:11][CH:12]=1)[CH3:3] |f:0.1|. Reported procedure: Prepared according to the procedure described in Example 1, Step 6, using the following starting materials: [2′-ethylaminomethyl-4′-(5-fluoro-pyridin-2-yl)-6-methoxy-biphenyl-3-yl]-acetic acid ethyl ester, hydrochloride and cyclopropanecarbonyl chloride. The solvent is O1CCCC1 (tetrahydrofuran), O1CCCC1 (tetrahydrofuran), O (water). Procedure: A solution of t-butyl 3-(1-carboxycyclopentyl)propanoate (1.0 g, 4.13 mmole) in dry tetrahydrofuran was added to a stirred solution of lithium diisopropylamide (9.29 mmole) in dry tetrahydrofuran (50 ml) at -78° C. under nitrogen. After 0.5 hours, chloromethyl methyl ether (0.53 g, 6.58 mmole) was added and the mixture was allowed to warm to room temperature over 16 hours. The solution was poured into water, acidified to pH 3 with 2N hydrochloric acid and extracted with ethyl acetate (3×50 ml). ... Reaction SMILES: [C:1]([C:4]1([CH2:9][CH2:10][C:11]([O:13][C:14]([CH3:17])([CH3:16])[CH3:15])=[O:12])[CH2:8][CH2:7][CH2:6][CH2:5]1)([OH:3])=[O:2].C([N-]C(C)C)(C)C.[Li+].[CH3:26][O:27][CH2:28]Cl.Cl>O1CCCC1.O>[C:14]([O:13][C:11](=[O:12])[CH:10]([CH2:26][O:27][CH3:28])[CH2:9][C:4]1([C:1]([OH:3])=[O:2])[CH2:8][CH2:7][CH2:6][CH2:5]1)([CH3:17])([CH3:16])[CH3:15] |f:1.2|. Reactants: C(=O)(O)C1(CCCC1)CCC(=O)OC(C)(C)C (t-butyl 3-(1-carboxycyclopentyl)propanoate), C(C)(C)[N-]C(C)C.[Li+] (lithium diisopropylamide), Cl (hydrochloric acid), COCCl (chloromethyl methyl ether). Run at time 0.5 hour. Product: C(C)(C)(C)OC(C(CC1(CCCC1)C(=O)O)COC)=O (3-(1-Carboxycyclopentyl)-2(methoxymethyl)propanoic acid t-butyl ester). Isolated yield 66.0%.